Dataset: the Open Reaction Database (ORD), a public repository of structured organic reaction records. Task: describe an organic reaction: reactants, conditions, products, and yield Starting materials: C(Cl)(Cl)Cl (chloroform), NCC1CCN(CC1)C(C1=CC=CC=C1)C1=CC=CC=C1 (4-aminomethyl-1-diphenylmethylpiperidine), C1=2C(=O)OC(NC1=CC=CC2)=O (isatoic anhydride). Run in ClCCl (dichloromethane), ClCCl (dichloromethane). Conditions: time 1 hour. Yields the product NC1=C(C(=O)NCC2CCN(CC2)C(C2=CC=CC=C2)C2=CC=CC=C2)C=CC=C1 (2-amino-N-[(1-diphenylmethylpiperidin-4-yl)methyl]benzamide). Reaction SMILES: [NH2:1][CH2:2][CH:3]1[CH2:8][CH2:7][N:6]([CH:9]([C:16]2[CH:21]=[CH:20][CH:19]=[CH:18][CH:17]=2)[C:10]2[CH:15]=[CH:14][CH:13]=[CH:12][CH:11]=2)[CH2:5][CH2:4]1.[C:22]12[C:28](=[CH:29][CH:30]=[CH:31][CH:32]=1)[NH:27]C(=O)O[C:23]2=[O:24].C(Cl)(Cl)Cl>ClCCl>[NH2:27][C:28]1[CH:29]=[CH:30][CH:31]=[CH:32][C:22]=1[C:23]([NH:1][CH2:2][CH:3]1[CH2:8][CH2:7][N:6]([CH:9]([C:16]2[CH:21]=[CH:20][CH:19]=[CH:18][CH:17]=2)[C:10]2[CH:11]=[CH:12][CH:13]=[CH:14][CH:15]=2)[CH2:5][CH2:4]1)=[O:24]. Reported procedure: A solution of 4-aminomethyl-1-diphenylmethylpiperidine (2.5 g, 9.15 mmol) in dichloromethane (10 ml) was added to a suspension of isatoic anhydride (1.0 g, 6.1 mmol) in dichloromethane (25 ml) at room temperature. The reaction mixture was stirred for 1 hour and then poured into chloroform and washed with 5% NaHCO3 solution. The organic layer was concentrated. The residue was dissolved in dichloromethane (25 ml) and poured into hexane (400 ml) to give 2-amino-N-[(1-diphenylmethylpiperidin-4-yl)me... Reactants: ClCCl (dichloromethane), C([O-])(O)=O.[Na+] (sodium bicarbonate), ClC1=NC=C(C(=N1)Cl)[N+](=O)[O-] (2,4-dichloro-5-nitro-pyrimidine), C1(CCCC1)N[C@H](C(=O)OC)CC (Methyl (2S)-2-(cyclopentylamino)butanoate). Run in C1CCCCC1 (cyclohexane). Run at temperature 85 celsius, time 2 hour. The product is ClC1=NC=C(C(=N1)N([C@H](C(=O)OC)CC)C1CCCC1)[N+](=O)[O-] (methyl (2S)-2-[(2-chloro-5-nitro-pyrimidin-4-yl)-cyclopentyl-amino]butanoate). Isolated yield 44.3%. RXN SMILES: [CH:1]1([NH:6][C@@H:7]([CH2:12][CH3:13])[C:8]([O:10][CH3:11])=[O:9])[CH2:5][CH2:4][CH2:3][CH2:2]1.C(=O)(O)[O-].[Na+].[Cl:19][C:20]1[N:25]=[C:24](Cl)[C:23]([N+:27]([O-:29])=[O:28])=[CH:22][N:21]=1.ClCCl>C1CCCCC1>[Cl:19][C:20]1[N:25]=[C:24]([N:6]([CH:1]2[CH2:2][CH2:3][CH2:4][CH2:5]2)[C@@H:7]([CH2:12][CH3:13])[C:8]([O:10][CH3:11])=[O:9])[C:23]([N+:27]([O-:29])=[O:28])=[CH:22][N:21]=1 |f:1.2|. Procedure: Methyl (2S)-2-(cyclopentylamino)butanoate 41c (17.36 g, 93.69 mmol) was dissolved in 180 mL of cyclohexane followed by the addition of sodium bicarbonate (31.48 g, 0.37 mol) and 2,4-dichloro-5-nitro-pyrimidine (21.81 g, 0.11 mol) successively. The reaction solution was heated to 85° C. and stirred for 2 hours. The resulting solution was cooled down to room temperature, added with 300 mL of dichloromethane, then dried over anhydrous magnesium sulfate, filtered and the filtrate was concentrated un... The reactants are C(C)(C)(C)OC(=O)CCN1C(=CC2=C(C=CC=C12)C)C(=O)OCC (ethyl 1-(2-tert-butoxycarbonylethyl)-4-methyl-1H-indole-2-carboxylate), FC(C(=O)O)(F)F (trifluoroacetic acid). Run in ClCCl (dichloromethane). Conditions: time 5 hour. The product is C(=O)(O)CCN1C(=CC2=C(C=CC=C12)C)C(=O)OCC (ethyl 1-(2-carboxyethyl)-4-methyl-1H-indole-2-carboxylate). Isolated yield 99.4%. RXN SMILES: C([O:5][C:6]([CH2:8][CH2:9][N:10]1[C:18]2[C:13](=[C:14]([CH3:19])[CH:15]=[CH:16][CH:17]=2)[CH:12]=[C:11]1[C:20]([O:22][CH2:23][CH3:24])=[O:21])=[O:7])(C)(C)C.FC(F)(F)C(O)=O>ClCCl>[C:6]([CH2:8][CH2:9][N:10]1[C:18]2[C:13](=[C:14]([CH3:19])[CH:15]=[CH:16][CH:17]=2)[CH:12]=[C:11]1[C:20]([O:22][CH2:23][CH3:24])=[O:21])([OH:7])=[O:5]. Reported procedure: A mixture of ethyl 1-(2-tert-butoxycarbonylethyl)-4-methyl-1H-indole-2-carboxylate (3.76 g, 11.4 mmol), trifluoroacetic acid (14.8 g, 130 mmol) and dichloromethane (50 ml) was stirred at room temperature for 5 hours. The reaction mixture was concentrated under reduced pressure and water was added to the residue, followed by extraction with diethyl ether (three times). The extract solution was washed with a 5% aqueous sodium chloride solution and dried over anhydrous magnesium sulfate. The solven... The reactants are C1(CCCO1)=O (γ-butyrolactone), suspension, [H-].[Na+] (sodium hydride), oil, C(C)(=O)C=1C=NC=CC1 (3-acetylpyridine), C(C)O (Ethanol). Run in CS(=O)C (dimethylsulfoxyde), O1CCCC1 (tetrahydrofuran). The product is OCCCC(CC(=O)C=1C=NC=CC1)=O (6-Hydroxy-1-(3-pyridinyl)-hexan-1,3-dione). The yield is 110.0%. RXN SMILES: [C:1]1(=[O:6])[O:5][CH2:4][CH2:3][CH2:2]1.[H-].[Na+].[C:9]([C:12]1[CH:13]=[N:14][CH:15]=[CH:16][CH:17]=1)(=[O:11])[CH3:10].C(O)C>CS(C)=O.O1CCCC1>[OH:5][CH2:4][CH2:3][CH2:2][C:1](=[O:6])[CH2:10][C:9]([C:12]1[CH:13]=[N:14][CH:15]=[CH:16][CH:17]=1)=[O:11] |f:1.2|. Reported procedure: A solution of γ-butyrolactone (1.92 mL, 2.15 g, 25.0 mmol), 60% suspension of sodium hydride in mineral oil (300 mg, 7.50 mmol) and 3-acetylpyridine (551 μL, 606 mg, 5.00 mmol) in dimethylsulfoxyde (4 mL) and tetrahydrofuran (36 mL) was stirred overnight at 25° C. Ethanol (4 mL) was added to destroy excess sodium hydride and the reaction mixture was adsorbed on silica gel (10 g). Flash chromatography on silica gel (75 g), eluting with DCM/MeOH/NH4OH (96/4/1), gave 1.14 g of a yellow oil containi... Starting materials: C1OC2=CC(=C(C=C2O1)C1=CC=C2C=CC(=CC2=C1)OC)[N+](=O)[O-] (7-(4,5-Methylenedioxy-2-nitrophenyl)-2-methoxynaphthalene). Reagents/catalysts: [Pd] (palladium on carbon). Solvent: C(C)(=O)OCC (ethyl acetate). Yields the product NC1=C(C=C2C(=C1)OCO2)C2=CC=C1C=CC(=CC1=C2)OC (7-(2-Amino-4,5-methylenedioxyphenyl)-2-methoxynaphthalene). Yield: 82.5%. As a reaction SMILES: [CH2:1]1[O:9][C:8]2[C:3](=[CH:4][C:5]([N+:22]([O-])=O)=[C:6]([C:10]3[CH:19]=[C:18]4[C:13]([CH:14]=[CH:15][C:16]([O:20][CH3:21])=[CH:17]4)=[CH:12][CH:11]=3)[CH:7]=2)[O:2]1>C(OCC)(=O)C.[Pd]>[NH2:22][C:5]1[CH:4]=[C:3]2[O:2][CH2:1][O:9][C:8]2=[CH:7][C:6]=1[C:10]1[CH:19]=[C:18]2[C:13]([CH:14]=[CH:15][C:16]([O:20][CH3:21])=[CH:17]2)=[CH:12][CH:11]=1. Reported procedure: 7-(4,5-Methylenedioxy-2-nitrophenyl)-2-methoxynaphthalene 48 (100 mg, 0.31 mmol) was hydrogenated overnight in ethyl acetate (35 mL) at 40˜45 lb./sq. in. using 10% palladium on carbon (30 mg) as catalyst. The reaction solution was passed through a Celite bed and the catalyst was washed with ethyl acetate (10 mL×3). The ethyl acetate solution was concentrated in vacuo gave the crude product. The residue was chromatographed using a 75:25 mixture of hexanes:ethyl acetate to give 49 (75 mg) in 83% y... Reactants: COCOc1cc(Br)cc(N2CCCC2)c1, CCI, ClCCl, CO, [K+], [K+], [NH4+], O=C([O-])[O-], CN(C)C=O, [OH-]. Yields the product CCOc1cc(Br)cc(N2CCCC2)c1. Reaction SMILES: [Br:1][c:2]1[cH:3][c:4]([N:12]2[CH2:13][CH2:14][CH2:15][CH2:16]2)[cH:5][c:6]([O:8][CH2:9][O:10][CH3:11])[cH:7]1.[CH2:25]([I:26])[CH3:27].[CH2:28]([Cl:29])[Cl:30].[CH3:31][OH:32].[K+:19].[K+:20].[NH4+:17].[O-:21][C:22]([O-:23])=[O:24].[O:33]=[CH:34][N:35]([CH3:36])[CH3:37].[OH-:18]>>[Br:1][c:2]1[cH:3][c:4]([N:12]2[CH2:13][CH2:14][CH2:15][CH2:16]2)[cH:5][c:6]([O:8][CH2:9][CH3:22])[cH:7]1.